From a dataset of the Open Reaction Database (ORD), a public repository of structured organic reaction records. describe an organic reaction: reactants, conditions, products, and yield The reactants are CC(=O)Cl, ClCCl, Clc1ccccc1-c1ccc(CN2CCNC(c3ccccc3)C2)cc1. Product: CC(=O)N1CCN(Cc2ccc(-c3ccccc3Cl)cc2)CC1c1ccccc1. RXN SMILES: [C:27]([CH3:28])(=[O:29])[Cl:30].[Cl:31][CH2:32][Cl:33].[c:1]1([CH:7]2[CH2:8][N:9]([CH2:13][c:14]3[cH:15][cH:16][c:17](-[c:20]4[c:21]([Cl:26])[cH:22][cH:23][cH:24][cH:25]4)[cH:18][cH:19]3)[CH2:10][CH2:11][NH:12]2)[cH:2][cH:3][cH:4][cH:5][cH:6]1>>[c:1]1([CH:7]2[CH2:8][N:9]([CH2:13][c:14]3[cH:15][cH:16][c:17](-[c:20]4[c:21]([Cl:26])[cH:22][cH:23][cH:24][cH:25]4)[cH:18][cH:19]3)[CH2:10][CH2:11][N:12]2[C:27]([CH3:28])=[O:29])[cH:2][cH:3][cH:4][cH:5][cH:6]1. Reactants: C(C1=CC=CC=C1)OC=1C(C=C(OC1)CO)=O (5-(benzyloxy)-2-(hydroxymethyl)-4H-pyran-4-one), C1(=CC(=CC=C1)N)C1=CC=CC=C1 (biphenyl-3-amine). The solvent is Cl (hydrochloric acid). Yields the product C(C1=CC=CC=C1)OC=1C(C=C(N(C1)C=1C=C(C=CC1)C1=CC=CC=C1)CO)=O (5-(benzyloxy)-1-(biphenyl-3-yl)-2-(hydroxymethyl)pyridin-4(1H)-one). Reaction SMILES: [CH2:1]([O:8][C:9]1[C:10](=[O:17])[CH:11]=[C:12]([CH2:15][OH:16])O[CH:14]=1)[C:2]1[CH:7]=[CH:6][CH:5]=[CH:4][CH:3]=1.[C:18]1([C:25]2[CH:30]=[CH:29][CH:28]=[CH:27][CH:26]=2)[CH:23]=[CH:22][CH:21]=[C:20]([NH2:24])[CH:19]=1>Cl>[CH2:1]([O:8][C:9]1[C:10](=[O:17])[CH:11]=[C:12]([CH2:15][OH:16])[N:24]([C:20]2[CH:19]=[C:18]([C:25]3[CH:26]=[CH:27][CH:28]=[CH:29][CH:30]=3)[CH:23]=[CH:22][CH:21]=2)[CH:14]=1)[C:2]1[CH:3]=[CH:4][CH:5]=[CH:6][CH:7]=1. Procedure details: To a suspension of 5-(benzyloxy)-2-(hydroxymethyl)-4H-pyran-4-one (92.9 g, 0.40 mol) in dilute aq hydrochloric acid (0.5 N, 800 mL) was added biphenyl-3-amine (74.4 g, 0.44 mol). The resulting mixture was heated under refluxed for 16 h. Concentration of the solvent gave a residue which was purified by silica gel chromatography (EtOAc:MeOH/20:1) to afford 5-(benzyloxy)-1-(biphenyl-3-yl)-2-(hydroxymethyl)pyridin-4(1H)-one as pale solid MS (ESI) (M+H)+384.